Task: describe an organic reaction: reactants, conditions, products, and yield. Dataset: the Open Reaction Database (ORD), a public repository of structured organic reaction records The solvent is C(Cl)Cl (methylene chloride), C(Cl)Cl (methylene chloride). Yields the product C(C1=CC=CC=C1)(C1=CC=CC=C1)OC(=O)C=1N2C(C(C2S(CC1C=COS(=O)(=O)C1=CC=C(C)C=C1)=O)NC(=O)OC(C)(C)C)=O (2-benzhydryloxycarbonyl-7-t-butoxycarbonylamino-8-oxo-3-(2-tosyloxyvinyl)-5-thia-1-azabicyclo[4.2.0]oct-2-ene-5-oxide). Reported procedure: A solution of 85% strength m-chloroperbenzoic acid (55.22 g) in methylene chloride (600 cc) is added dropwise, in the course of 2 hours, to a solution, cooled to -10° C., of 2-benzhydryloxycarbonyl-7-t-butoxycarbonylamino-8-oxo-3-(2-tosyloxyvinyl)-5-thia-1-azabicyclo[4.2.0]oct-2-ene (or -3-ene) (mixture of the E and Z forms) (180.56 g) in methylene chloride (1.4 liters). The mixture is washed with a 5% strength solution of sodium bicarbonate (1.5 liters) and with water (2×1.5 liters), dried over... RXN SMILES: ClC1C=CC=C(C(OO)=[O:9])C=1.[CH:12]([O:25][C:26]([C:28]1[N:29]2[CH:32]([S:33][CH2:34][C:35]=1[CH:36]=[CH:37][O:38][S:39]([C:42]1[CH:48]=[CH:47][C:45]([CH3:46])=[CH:44][CH:43]=1)(=[O:41])=[O:40])[CH:31]([NH:49][C:50]([O:52][C:53]([CH3:56])([CH3:55])[CH3:54])=[O:51])[C:30]2=[O:57])=[O:27])([C:19]1[CH:24]=[CH:23][CH:22]=[CH:21][CH:20]=1)[C:13]1[CH:18]=[CH:17][CH:16]=[CH:15][CH:14]=1>C(Cl)Cl>[CH:12]([O:25][C:26]([C:28]1[N:29]2[CH:32]([S:33](=[O:9])[CH2:34][C:35]=1[CH:36]=[CH:37][O:38][S:39]([C:42]1[CH:48]=[CH:47][C:45]([CH3:46])=[CH:44][CH:43]=1)(=[O:41])=[O:40])[CH:31]([NH:49][C:50]([O:52][C:53]([CH3:54])([CH3:56])[CH3:55])=[O:51])[C:30]2=[O:57])=[O:27])([C:13]1[CH:14]=[CH:15][CH:16]=[CH:17][CH:18]=1)[C:19]1[CH:24]=[CH:23][CH:22]=[CH:21][CH:20]=1. Starting materials: ClC1=CC(=CC=C1)C(=O)OO (m-chloroperbenzoic acid), C(C1=CC=CC=C1)(C1=CC=CC=C1)OC(=O)C=1N2C(C(C2SCC1C=COS(=O)(=O)C1=CC=C(C)C=C1)NC(=O)OC(C)(C)C)=O (2-benzhydryloxycarbonyl-7-t-butoxycarbonylamino-8-oxo-3-(2-tosyloxyvinyl)-5-thia-1-azabicyclo[4.2.0]oct-2-ene). Starting materials: CCOCC, CNC, NC1N=C(Cl)N=C(F)N1OC(F)F. Yields the product CN(C)C1=NC(Cl)=NC(N)N1OC(F)F. As a reaction SMILES: [CH3:17][CH2:18][O:19][CH2:20][CH3:21].[CH3:1][NH:2][CH3:3].[NH2:4][CH:5]1[N:6]([O:13][CH:14]([F:15])[F:16])[C:7]([F:12])=[N:8][C:9]([Cl:11])=[N:10]1>>[CH3:1][N:2]([CH3:3])[C:7]1=[N:8][C:9]([Cl:11])=[N:10][CH:5]([NH2:4])[N:6]1[O:13][CH:14]([F:15])[F:16]. Starting materials: C1(CC1)C=1C=CC(=NC1OCC1CC1)C(=O)O (5-cyclopropyl-6-cyclopropylmethyloxy-pyridine-2-carboxylic acid), Cl.N[C@H](C(=O)N(C)C)CC(C)C ((2S)-2-amino-N,N,4-trimethyl-pentanamide hydrochloride). Product: CN(C(=O)[C@H](CC(C)C)NC(=O)C1=NC(=C(C=C1)C1CC1)OCC1CC1)C (5-Cyclopropyl-6-cyclopropylmethoxy-pyridine-2-carboxylic acid ((S)-1-dimethylcarbamoyl-3-methyl-butyl)-amide). Reaction SMILES: [CH:1]1([C:4]2[CH:5]=[CH:6][C:7]([C:15]([OH:17])=O)=[N:8][C:9]=2[O:10][CH2:11][CH:12]2[CH2:14][CH2:13]2)[CH2:3][CH2:2]1.Cl.[NH2:19][C@@H:20]([CH2:26][CH:27]([CH3:29])[CH3:28])[C:21]([N:23]([CH3:25])[CH3:24])=[O:22]>>[CH3:25][N:23]([CH3:24])[C:21]([C@@H:20]([NH:19][C:15]([C:7]1[CH:6]=[CH:5][C:4]([CH:1]2[CH2:2][CH2:3]2)=[C:9]([O:10][CH2:11][CH:12]2[CH2:13][CH2:14]2)[N:8]=1)=[O:17])[CH2:26][CH:27]([CH3:28])[CH3:29])=[O:22] |f:1.2|. Reported procedure: The title compound was synthesized in analogy to Example 1, using 5-cyclopropyl-6-cyclopropylmethyloxy-pyridine-2-carboxylic acid (Example 42 a) and (2S)-2-amino-N,N,4-trimethyl-pentanamide hydrochloride (1:1) (CAN 207595-81-1) as starting materials, LC-MS (UV peak area/ESI) 100%, 374.2240 (M+H)+. Starting materials: C(OCC1(COC(OC1)C1=CC=CC=C1)CO)(OC=1C(=C2CCC(OC2=C(C1C)C)(CCCC(CCCC(CCCC(C)C)C)C)C)C)=O (5-hydroxymethyl-2-phenyl-1,3-dioxan-5-ylmethyl 2,5,7,8-tetramethyl-2-(4',8',12'-trimethyltridecyl)-6-chromanyl carbonate). The reagents and catalysts are [C].[Pd] (palladium carbon). Solvent: C(C)(=O)O (acetic acid). Product: C(OCC(CO)(CO)CO)(OC=1C(=C2CCC(OC2=C(C1C)C)(CCCC(CCCC(CCCC(C)C)C)C)C)C)=O (3-hydroxy-2,2-bis(hydroxymethyl)propyl 2,5,7,8-tetramethyl-2-(4',8',12'-trimethyltridecyl)-6-chromanyl carbonate). The yield is 80.2%. Reaction SMILES: [C:1](=[O:49])([O:18][C:19]1[C:20]([CH3:48])=[C:21]2[C:26](=[C:27]([CH3:30])[C:28]=1[CH3:29])[O:25][C:24]([CH3:47])([CH2:31][CH2:32][CH2:33][CH:34]([CH3:46])[CH2:35][CH2:36][CH2:37][CH:38]([CH3:45])[CH2:39][CH2:40][CH2:41][CH:42]([CH3:44])[CH3:43])[CH2:23][CH2:22]2)[O:2][CH2:3][C:4]1([CH2:16][OH:17])[CH2:9][O:8]C(C2C=CC=CC=2)[O:6][CH2:5]1>C(O)(=O)C.[C].[Pd]>[C:1](=[O:49])([O:18][C:19]1[C:20]([CH3:48])=[C:21]2[C:26](=[C:27]([CH3:30])[C:28]=1[CH3:29])[O:25][C:24]([CH3:47])([CH2:31][CH2:32][CH2:33][CH:34]([CH3:46])[CH2:35][CH2:36][CH2:37][CH:38]([CH3:45])[CH2:39][CH2:40][CH2:41][CH:42]([CH3:43])[CH3:44])[CH2:23][CH2:22]2)[O:2][CH2:3][C:4]([CH2:9][OH:8])([CH2:16][OH:17])[CH2:5][OH:6] |f:2.3|. Procedure details: 5.3 g of 5-hydroxymethyl-2-phenyl-1,3-dioxan-5-ylmethyl 2,5,7,8-tetramethyl-2-(4',8',12'-trimethyltridecyl)-6-chromanyl carbonate was dissolved in 50 ml of acetic acid. To the obtained solution was added 0.3 g of 10% palladium carbon. Then the mixture was catalytically reduced under a hydrogen pressure of 3 kg/cm2. After filtering off the catalyst, the filtrate was poured into water. The oily matter thus precipitated was extracted with ether. The extract was successively washed with water, an aq... Reactants: S(=O)(=O)(C1=CC=C(C)C=C1)OC(C#C)C (1-butyn-3-ol tosylate), CC1=C(N)C(=CC=C1)C (2,6-dimethylaniline), ice water. Yields the product CC(C#C)NC=1C(=CC=CC1C)C (N-(1-methyl-2-propynyl)-2,6-xylidine). As a reaction SMILES: S(OC(C)C#C)([C:4]1[CH:10]=CC(C)=[CH:6][CH:5]=1)(=O)=O.[CH3:16][C:17]1[CH:23]=[CH:22][CH:21]=[C:20]([CH3:24])[C:18]=1[NH2:19]>>[CH3:6][CH:5]([NH:19][C:18]1[C:20]([CH3:24])=[CH:21][CH:22]=[CH:23][C:17]=1[CH3:16])[C:4]#[CH:10]. Procedure details: 22.4 g of 1-butyn-3-ol tosylate in 26 g of 2,6-dimethylaniline are stirred at 110° C. for 3 hours. The mixture is then poured into ice-water, extracted with ethyl acetate, dried over sodium sulfate and filtered. The solvent is distilled off to yield N-(1-methyl-2-propynyl)-2,6-xylidine; b.p. 68°-72° C./0.05 Torr; m.p. 32°-33° C. Reactants: FC1=C(C2=CC=C(C(=C2C=C1F)F)C1=CC=C(C=C1)OCCCCCCCC)O (2,3,5-trifluoro-6-(4-octyloxyphenyl)naphthalen-1-ol), C(CCCCCCC)Br (1-octyl bromide). The solvent is CCOCC (ether). Yields the product FC1=C(C2=CC=C(C(=C2C=C1F)F)C1=CC=C(C=C1)OCCCCCCCC)OCCCCCCCC (2,3,5-Trifluoro-1-octyloxy-6-(4-octyloxyphenyl)naphthalene). Reaction SMILES: [F:1][C:2]1[C:11]([F:12])=[CH:10][C:9]2[C:4](=[CH:5][CH:6]=[C:7]([C:14]3[CH:19]=[CH:18][C:17]([O:20][CH2:21][CH2:22][CH2:23][CH2:24][CH2:25][CH2:26][CH2:27][CH3:28])=[CH:16][CH:15]=3)[C:8]=2[F:13])[C:3]=1[OH:29].[CH2:30](Br)[CH2:31][CH2:32][CH2:33][CH2:34][CH2:35][CH2:36][CH3:37]>CCOCC>[F:1][C:2]1[C:11]([F:12])=[CH:10][C:9]2[C:4](=[CH:5][CH:6]=[C:7]([C:14]3[CH:15]=[CH:16][C:17]([O:20][CH2:21][CH2:22][CH2:23][CH2:24][CH2:25][CH2:26][CH2:27][CH3:28])=[CH:18][CH:19]=3)[C:8]=2[F:13])[C:3]=1[O:29][CH2:30][CH2:31][CH2:32][CH2:33][CH2:34][CH2:35][CH2:36][CH3:37]. Reported procedure: From 2,3,5-trifluoro-6-(4-octyloxyphenyl)naphthalen-1-ol and 1-octyl bromide by means of the Williamson ether synthesis. Reactants: BrC1=CC(=C(C=C1)N1C=NC(=C1)C)OC (1-(4-bromo-2-methoxy-phenyl)-4-methyl-1H-imidazole), FC1=CC=C(CN2N=C(C=C2C)N)C=C1 (1-(4-fluoro-benzyl)-5-methyl-1H-pyrazol-3-ylamine). Yields the product FC1=CC=C(CN2N=C(C=C2C)NC2=CC(=C(C=C2)N2C=NC(=C2)C)OC)C=C1 ([1-(4-Fluoro-benzyl)-5-methyl-1H-pyrazol-3-yl]-[3-methoxy-4-(4-methyl-imidazol-1-yl)-phenyl]-amine), oil. Yield: 41.0%. RXN SMILES: Br[C:2]1[CH:7]=[CH:6][C:5]([N:8]2[CH:12]=[C:11]([CH3:13])[N:10]=[CH:9]2)=[C:4]([O:14][CH3:15])[CH:3]=1.[F:16][C:17]1[CH:30]=[CH:29][C:20]([CH2:21][N:22]2[C:26]([CH3:27])=[CH:25][C:24]([NH2:28])=[N:23]2)=[CH:19][CH:18]=1>>[F:16][C:17]1[CH:30]=[CH:29][C:20]([CH2:21][N:22]2[C:26]([CH3:27])=[CH:25][C:24]([NH:28][C:2]3[CH:7]=[CH:6][C:5]([N:8]4[CH:12]=[C:11]([CH3:13])[N:10]=[CH:9]4)=[C:4]([O:14][CH3:15])[CH:3]=3)=[N:23]2)=[CH:19][CH:18]=1. Reported procedure: Prepared in analogy to example 43 starting with 1-(4-bromo-2-methoxy-phenyl)-4-methyl-1H-imidazole and 1-(4-fluoro-benzyl)-5-methyl-1H-pyrazol-3-ylamine. The title compound was obtained as a light yellow oil (Yield=41%). MS ISP (m/e): 392.2 (100) [(M+H)+].